describe an organic reaction: reactants, conditions, products, and yield From a dataset of the Open Reaction Database (ORD), a public repository of structured organic reaction records. Reaction SMILES: [CH2:1]([N:9]1[CH:13]=[CH:12][N:11]=[C:10]1[CH2:14][CH3:15])[CH2:2][CH2:3][CH2:4][CH2:5][CH2:6][CH2:7][CH3:8].[CH2:16]([Br:24])[CH2:17][CH2:18][CH2:19][CH2:20][CH2:21][CH2:22][CH3:23]>C(O)(C)C>[Br-:24].[CH2:1]([N:9]1[CH:13]=[CH:12][N:11]([CH2:16][CH2:17][CH2:18][CH2:19][CH2:20][CH2:21][CH2:22][CH3:23])[CH:10]1[CH2:14][CH3:15])[CH2:2][CH2:3][CH2:4][CH2:5][CH2:6][CH2:7][CH3:8] |f:3.4|. The reactants are C(CCCCCCC)N1C(=NC=C1)CC (1-n-octyl-2-ethylimidazole), C(CCCCCCC)Br (n-octyl bromide). Run in C(C)(C)O (i-propanol). Procedure: 0.6 mole of 1-n-octyl-2-ethylimidazole is dissolved in 250 ml of i-propanol and 0.66 mole of n-octyl bromide are boiled with reflux for 5 hours. The alcohol then is separated and the remaining residue is washed with ether. The product is [Br-].C(CCCCCCC)N1C(N(C=C1)CCCCCCCC)CC (1,3-di-n-octyl-2-ethyl-imidazole bromide). The reactants are CC=1C=2N(C3=CC=CC(=C3N1)C)N=NN2 (4,6-dimethyltetrazolo[1,5-a]quinoxaline), C (charcoal). The solvent is C(C)O (ethanol). The product is CC1C=2N(C3=CC=CC(=C3N1)C)N=NN2 (4,5-dihydro-4,6-dimethyltetrazolo[1,5-a]quinoxaline). Yield: 81.0%. RXN SMILES: [CH3:1][C:2]1[C:3]2[N:4]([N:13]=[N:14][N:15]=2)[C:5]2[C:10]([N:11]=1)=[C:9]([CH3:12])[CH:8]=[CH:7][CH:6]=2.C>C(O)C>[CH3:1][CH:2]1[NH:11][C:10]2[C:5](=[CH:6][CH:7]=[CH:8][C:9]=2[CH3:12])[N:4]2[N:13]=[N:14][N:15]=[C:3]12. Reported procedure: A solution of 1.5 g. of 4,6-dimethyltetrazolo[1,5-a]quinoxaline in 200 ml. of ethanol was hydrogenated as above at about 3 atmospheres over 150 mg. of 5 percent palladized charcoal for 17 hours. The reaction mixture was then filtered, and the filtrate was evaporated to dryness. The residue was taken up in ethyl ether and chromatographed on a silica gel column with ethyl ether as the eluting solvent. The product-containing fractions were evaporated to dryness and the residue was recrystallized fr...